This data is from the Open Reaction Database (ORD), a public repository of structured organic reaction records. The task is: describe an organic reaction: reactants, conditions, products, and yield Starting materials: BrC1=CC(=C(S1)C=O)C (5-bromo-3-methylthiophene-2-carbaldehyde), C1(=CC=CC=C1)B(O)O (phenylboronic acid), C([O-])([O-])=O.[Na+].[Na+] (sodium carbonate), COCCOC (1,2-dimethoxyethane). Reagents/catalysts: C=1C=CC(=CC1)[P](C=2C=CC=CC2)(C=3C=CC=CC3)[Pd]([P](C=4C=CC=CC4)(C=5C=CC=CC5)C=6C=CC=CC6)([P](C=7C=CC=CC7)(C=8C=CC=CC8)C=9C=CC=CC9)[P](C=1C=CC=CC1)(C=1C=CC=CC1)C=1C=CC=CC1 (tetrakis(triphenylphosphine)palladium(0)). Solvent: O (water). Yields the product CC1=C(SC(=C1)C1=CC=CC=C1)C=O (3-methyl-5-phenylthiophene-2-carbaldehyde). Isolated yield 62.8%. RXN SMILES: Br[C:2]1[S:6][C:5]([CH:7]=[O:8])=[C:4]([CH3:9])[CH:3]=1.[C:10]1(B(O)O)[CH:15]=[CH:14][CH:13]=[CH:12][CH:11]=1.C(=O)([O-])[O-].[Na+].[Na+].COCCOC>C1C=CC([P]([Pd]([P](C2C=CC=CC=2)(C2C=CC=CC=2)C2C=CC=CC=2)([P](C2C=CC=CC=2)(C2C=CC=CC=2)C2C=CC=CC=2)[P](C2C=CC=CC=2)(C2C=CC=CC=2)C2C=CC=CC=2)(C2C=CC=CC=2)C2C=CC=CC=2)=CC=1.O>[CH3:9][C:4]1[CH:3]=[C:2]([C:10]2[CH:15]=[CH:14][CH:13]=[CH:12][CH:11]=2)[S:6][C:5]=1[CH:7]=[O:8] |f:2.3.4,^1:34,36,55,74|. Procedure: A mixture of 5-bromo-3-methylthiophene-2-carbaldehyde (2.1 g), phenylboronic acid (1.5 g), tetrakis(triphenylphosphine)palladium(0) (0.6 g), 2N aqueous sodium carbonate solution (12 mL) and 1,2-dimethoxyethane (20 mL) was stirred under reflux overnight under an argon atmosphere. The reaction mixture was poured into water, and the mixture was extracted with ethyl acetate. The organic layer was washed with saturated brine, and dried over magnesium sulfate. The solvent was evaporated under reduced ... The reactants are C1(CC1)N(S(=O)(=O)C1=C(C=C(C=C1C)OC)C)CC=1OC=C(N1)C(=O)N1CCNCC1 (N-cyclopropyl-4-methoxy-2,6-dimethyl-N-{[4-(piperazin-1-ylcarbonyl)-1,3-oxazol-2-yl]methyl}benzenesulfonamide), N1(CCCC1)C=1C=C(C=O)C=CN1 (2-pyrrolidin-1-ylisonicotinaldehyde), CC(=O)O (AcOH). Solvent: ClCCCl (DCE). Run at time 1 hour. The product is C1(CC1)N(S(=O)(=O)C1=C(C=C(C=C1C)OC)C)CC=1OC=C(N1)C(=O)N1CCN(CC1)CC1=CC(=NC=C1)N1CCCC1 (N-Cyclopropyl-4-methoxy-2,6-dimethyl-N-{[4-({4-[(2-pyrrolidin-1-ylpyridin-4-yl)methyl]piperazin-1-yl}carbonyl)-1,3-oxazol-2-yl]methyl}benzenesulfonamide). As a reaction SMILES: [CH:1]1([N:4]([CH2:18][C:19]2[O:20][CH:21]=[C:22]([C:24]([N:26]3[CH2:31][CH2:30][NH:29][CH2:28][CH2:27]3)=[O:25])[N:23]=2)[S:5]([C:8]2[C:13]([CH3:14])=[CH:12][C:11]([O:15][CH3:16])=[CH:10][C:9]=2[CH3:17])(=[O:7])=[O:6])[CH2:3][CH2:2]1.[N:32]1([C:37]2[CH:38]=[C:39]([CH:42]=[CH:43][N:44]=2)[CH:40]=O)[CH2:36][CH2:35][CH2:34][CH2:33]1.CC(O)=O>ClCCCl>[CH:1]1([N:4]([CH2:18][C:19]2[O:20][CH:21]=[C:22]([C:24]([N:26]3[CH2:31][CH2:30][N:29]([CH2:40][C:39]4[CH:42]=[CH:43][N:44]=[C:37]([N:32]5[CH2:36][CH2:35][CH2:34][CH2:33]5)[CH:38]=4)[CH2:28][CH2:27]3)=[O:25])[N:23]=2)[S:5]([C:8]2[C:9]([CH3:17])=[CH:10][C:11]([O:15][CH3:16])=[CH:12][C:13]=2[CH3:14])(=[O:6])=[O:7])[CH2:2][CH2:3]1. Procedure details: To a stirred solution of N-cyclopropyl-4-methoxy-2,6-dimethyl-N-{[4-(piperazin-1-ylcarbonyl)-1,3-oxazol-2-yl]methyl}benzenesulfonamide (30 mg, 0.07 mmol) in DCE (2 mL) were added 2-pyrrolidin-1-ylisonicotinaldehyde (14 mg, 0.08 mmol) and AcOH (3 μL, 0.07 mmol) and the reaction mixture was stirred for 1 h at ambient temperature. STAB (20 mg, 0.09 mmol) was added and the reaction was stirred for 16 h. The reaction mixture was quenched with H2O (2 mL) and extracted with DCM (3×2 mL). The organic la... The reactants are C(C1=CN=CC=C1)(=O)OC (methyl nicotinate), O (water), C(C)(=O)O (acetic acid). Reagents/catalysts: catalyst. Run in N1=CC=CC=C1 (pyridine). Conditions: time 60 hour. Yields the product C(C)(=O)C=1C=NC=CC1 (3-acetylpyridine), C(C1=CN=CC=C1)(=O)OC (methyl nicotinate). As a reaction SMILES: [C:1]([O:9][CH3:10])(=[O:8])[C:2]1[CH:7]=[CH:6][CH:5]=[N:4][CH:3]=1.O.[C:12](O)(=O)C>N1C=CC=CC=1>[C:1]([C:2]1[CH:3]=[N:4][CH:5]=[CH:6][CH:7]=1)(=[O:9])[CH3:12].[C:1]([O:9][CH3:10])(=[O:8])[C:2]1[CH:7]=[CH:6][CH:5]=[N:4][CH:3]=1. Procedure details: An electrically heated tubular reactor with an i. d. of 12 mm was filled with 15 ml (≈15 g) of catalyst prepared according to EP-A-0 352 674, example 1. Over a period of 60 h, a mixture of methyl nicotinate (78 g), water (149 g) and acetic acid (523 g) was metered using a precision pump to the reactor operating at 410° C. From the reaction mixture, 30.5 g of 3-acetylpyridine, 8.5 g of pyridine and 9.0 g of methyl nicotinate were obtained. This corresponded to a yield of 45% 3-acetylpyridine at a... Reactants: C(=O)(OC(C)(C)C)N1CCN(CC1)C=1C=C(C=CC1)N1N=C(CC1C1=C(C=C(C=C1)F)F)C(C(F)(F)F)(F)F (1-[3-(4-BOC-piperazin-1-yl)-phenyl]-5-(2,4-difluoro-phenyl)-3-pentafluoroethyl-4,5-dihydro-1H-pyrazole), Cl (hydrochloric acid). Run in C(C)(=O)OCC (ethyl acetate). Reaction conditions: time 2 hour. The product is Cl.FC1=C(C=CC(=C1)F)C1CC(=NN1C1=CC(=CC=C1)N1CCNCC1)C(C(F)(F)F)(F)F (5-(2,4-difluoro-phenyl)-1-[3-(piperazin-1-yl)-phenyl]-3-pentafluoroethyl-4,5-dihydro-1H-pyrazole hydrochloride). RXN SMILES: C([N:8]1[CH2:13][CH2:12][N:11]([C:14]2[CH:15]=[C:16]([N:20]3[CH:24]([C:25]4[CH:30]=[CH:29][C:28]([F:31])=[CH:27][C:26]=4[F:32])[CH2:23][C:22]([C:33]([F:39])([F:38])[C:34]([F:37])([F:36])[F:35])=[N:21]3)[CH:17]=[CH:18][CH:19]=2)[CH2:10][CH2:9]1)(OC(C)(C)C)=O.[ClH:40]>C(OCC)(=O)C>[ClH:40].[F:32][C:26]1[CH:27]=[C:28]([F:31])[CH:29]=[CH:30][C:25]=1[CH:24]1[N:20]([C:16]2[CH:17]=[CH:18][CH:19]=[C:14]([N:11]3[CH2:12][CH2:13][NH:8][CH2:9][CH2:10]3)[CH:15]=2)[N:21]=[C:22]([C:33]([F:39])([F:38])[C:34]([F:37])([F:36])[F:35])[CH2:23]1 |f:3.4|. Procedure: 1-[3-(4-BOC-piperazin-1-yl)-phenyl]-5-(2,4-difluoro-phenyl)-3-pentafluoroethyl-4,5-dihydro-1H-pyrazole (275.0 mg, 0.49 mmol) prepared in Example 215 was added to a saturated solution of hydrochloric acid in ethyl acetate (3.0 mL). The reaction mixture was stirred at room temperature for 2 hours and then concentrated under reduced pressure to give 240.0 mg of the titled compound as a yellow liquid. Reactants: BrC1=C(C=CC(=C1)Cl)O (2-bromo-4-chlorophenol), ClC(C(=O)[O-])(F)F.[Na+] (sodium chlorodifluoroacetate), C([O-])([O-])=O.[Cs+].[Cs+] (cesium carbonate), O (water). Run in CN(C)C=O (DMF). Reaction conditions: temperature 100 celsius, time 16 hour. The product is BrC1=C(C=CC(=C1)Cl)OC(F)F (2-bromo-4-chloro-1-(difluoromethoxy)benzene), oil. Yield: 48.0%. As a reaction SMILES: [Br:1][C:2]1[CH:7]=[C:6]([Cl:8])[CH:5]=[CH:4][C:3]=1[OH:9].Cl[C:11]([F:16])([F:15])C([O-])=O.[Na+].C(=O)([O-])[O-].[Cs+].[Cs+].O>CN(C=O)C>[Br:1][C:2]1[CH:7]=[C:6]([Cl:8])[CH:5]=[CH:4][C:3]=1[O:9][CH:11]([F:16])[F:15] |f:1.2,3.4.5|. Procedure: To a solution of 2-bromo-4-chlorophenol (4.98 g, 24.0 mmol) in DMF (25 mL) was added sodium chlorodifluoroacetate (8.42 g, 55.2 mmol), cesium carbonate (10.97 g, 33.67 mmol) and water (2.5 mL). The reaction was stirred at 100° C. for 16 hours. The reaction mixture was partitioned between ethyl acetate and water, the organic portion washed with brine, dried (MgSO4), and evaporated. The crude product was purified by flash chromatography on silica eluting with 0-20% EtOAc in heptanes to yield 2-bro...